Dataset: the Open Reaction Database (ORD), a public repository of structured organic reaction records. Task: describe an organic reaction: reactants, conditions, products, and yield Reactants: S(=O)(Cl)Cl (thionyl chloride), FC(C1=NC2=CC(=CC=C2C(=C1C(=O)O)O)C(F)(F)F)(F)F (2,7-bis-(trifluoromethyl)-4-hydroxy-3-quinoline-carboxylic acid). Run in C1=CC=CC=C1 (benzene). Yields the product FC(C1=NC2=CC(=CC=C2C(=C1C(=O)Cl)O)C(F)(F)F)(F)F (2,7-bis-(trifluoromethyl)-4-hydroxy-3-quinolinecarboxylic acid chloride). The yield is 102.2%. RXN SMILES: S(Cl)([Cl:3])=O.[F:5][C:6]([F:26])([F:25])[C:7]1[C:16]([C:17](O)=[O:18])=[C:15]([OH:20])[C:14]2[C:9](=[CH:10][C:11]([C:21]([F:24])([F:23])[F:22])=[CH:12][CH:13]=2)[N:8]=1>C1C=CC=CC=1>[F:5][C:6]([F:26])([F:25])[C:7]1[C:16]([C:17]([Cl:3])=[O:18])=[C:15]([OH:20])[C:14]2[C:9](=[CH:10][C:11]([C:21]([F:24])([F:23])[F:22])=[CH:12][CH:13]=2)[N:8]=1. Procedure details: 31.89 g of thionyl chloride were added to a suspension of 17.246 g of the product of Step E in 535 ml of anhydrous benzene and the mixture was refluxed for 105 minutes and was then evaporated to dryness under reduced pressure at 40° C. The residue was taken up in benzene and the solution was evaporated to dryness under the same conditions to obtain 18.62 g of 2,7-bis-(trifluoromethyl)-4-hydroxy-3-quinolinecarboxylic acid chloride. The reactants are Cl (hydrochloric acid), [OH-].[Na+] (NaOH), [N+](=O)([O-])C=1C=C(C(C(=O)OC2CCCCC2)=CC1)C(=O)OC1CCCCC1 (dicyclohexyl 4-nitrophthalate), O (water). The reagents and catalysts are [Zn] (zinc), [Zn] (zinc). The solvent is C1=CC=CC=C1 (benzene). Reaction conditions: time 15 minute. Yields the product NC=1C=C(C(C(=O)OC2CCCCC2)=CC1)C(=O)OC1CCCCC1 (dicyclohexyl 4-aminophthalate). Isolated yield 71.0%. As a reaction SMILES: [N+:1]([C:4]1[CH:5]=[C:6]([C:19]([O:21][CH:22]2[CH2:27][CH2:26][CH2:25][CH2:24][CH2:23]2)=[O:20])[C:7](=[CH:17][CH:18]=1)[C:8]([O:10][CH:11]1[CH2:16][CH2:15][CH2:14][CH2:13][CH2:12]1)=[O:9])([O-])=O.Cl.O.[OH-].[Na+]>C1C=CC=CC=1.[Zn]>[NH2:1][C:4]1[CH:5]=[C:6]([C:19]([O:21][CH:22]2[CH2:27][CH2:26][CH2:25][CH2:24][CH2:23]2)=[O:20])[C:7](=[CH:17][CH:18]=1)[C:8]([O:10][CH:11]1[CH2:12][CH2:13][CH2:14][CH2:15][CH2:16]1)=[O:9] |f:3.4|. Procedure: Compound 405 (2.0 g, 5.3 mmol) was dissolved in 265 ml of benzene, and then 3.2 g of purified zinc dust was added. Concentrated hydrochloric acid (9.3 ml) was added in portions. After 15 minutes of stirring at room temperature, 3.2 g of zinc dust was added and the mixture was stirred at room temperature for 12 hours. Then 320 ml of water was added to the reaction mixture and the mixture was neutralized with 1N NaOH solution. The mixture was transferred to a separatory funnel and the benzene laye...